This data is from the Open Reaction Database (ORD), a public repository of structured organic reaction records. The task is: describe an organic reaction: reactants, conditions, products, and yield Reactants: NCCN1CC2CN(CC(C1)O2)C[C@@H](COC2=CC=C(C#N)C=C2)O (4-{(2S)-3-[7-(2-Aminoethyl)-9-oxa-3,7-diazabicyclo[3.3.1]non-3-yl]-2-hydroxypropoxy}benzonitrile), C1(=CC=CC=C1)CS(=O)(=O)Cl (phenylmethanesulfonyl chloride), C(=O)([O-])[O-].[K+].[K+] (K2CO3). Solvent: C(C)N(CC)CC (triethylamine), C(Cl)Cl (DCM), C(C)N(CC)CC (Triethylamine), C(C)#N (acetonitrile). Product: C(#N)C1=CC=C(OC[C@H](CN2CC3CN(CC(C2)O3)CCNS(=O)(=O)CC3=CC=CC=C3)O)C=C1 (N-(2-{7-[(2S)-3-(4-Cyanophenoxy)-2-hydroxypropyl]-9-oxa-3,7-diaza-bicyclo[3.3.1]non-3-yl}ethyl)-1-phenylmethanesulfonamide). Yield: 72.0%. As a reaction SMILES: [NH2:1][CH2:2][CH2:3][N:4]1[CH2:11][CH:10]2[O:12][CH:6]([CH2:7][N:8]([CH2:13][C@H:14]([OH:25])[CH2:15][O:16][C:17]3[CH:24]=[CH:23][C:20]([C:21]#[N:22])=[CH:19][CH:18]=3)[CH2:9]2)[CH2:5]1.[C:26]1([CH2:32][S:33](Cl)(=[O:35])=[O:34])[CH:31]=[CH:30][CH:29]=[CH:28][CH:27]=1.C([O-])([O-])=O.[K+].[K+]>C(Cl)Cl.C(N(CC)CC)C.C(#N)C>[C:21]([C:20]1[CH:19]=[CH:18][C:17]([O:16][CH2:15][C@@H:14]([OH:25])[CH2:13][N:8]2[CH2:9][CH:10]3[O:12][CH:6]([CH2:5][N:4]([CH2:3][CH2:2][NH:1][S:33]([CH2:32][C:26]4[CH:31]=[CH:30][CH:29]=[CH:28][CH:27]=4)(=[O:35])=[O:34])[CH2:11]3)[CH2:7]2)=[CH:24][CH:23]=1)#[N:22] |f:2.3.4|. Procedure details: 4-{(2S)-3-[7-(2-Aminoethyl)-9-oxa-3,7-diazabicyclo[3.3.1]non-3-yl]-2-hydroxypropoxy}benzonitrile (0.096 g, 0.28 mmol; see step Preparation A above) was dissolved in a 1:2 ratio of DCM:acetonitrile (3 mL). Triethylamine (0.17 g, 1.68 mmol) was added, followed by phenylmethanesulfonyl chloride (0.068 g, 0.36 mmol). The mixture was stirred at room temperature overnight with K2CO3 (0.38 g, 2.77 mmol) to ensure that the free base of triethylamine was in the reaction mixture. The reaction mixture was ... Reactants: CCOC(=O)/N=N/C(=O)OCC (DEAD), C(C)(C)(C)OC(=O)N1C[C@@H](CCC1)O ((3R)-1-t-butoxycarbonyl-3-hydroxypiperidine), N1(C=NC=C1)C1=CC=C(C=C1)O (4-(imidazol-1-yl)phenol), C1(=CC=CC=C1)P(C1=CC=CC=C1)C1=CC=CC=C1 (triphenylphosphine). Solvent: CN(C)C=O (DMF). Reaction conditions: time 2 day. Product: C(C)(C)(C)OC(=O)N1C[C@@H](CCC1)OC1=CC=C(C=C1)N1C=NC=C1 ((3R)-1-t-butoxycarbonyl-3-[4-(imidazol-1-yl)phenoxy]piperidine). Isolated yield 6.7%. Reaction SMILES: [C:1]([O:5][C:6]([N:8]1[CH2:13][CH2:12][CH2:11][C@@H:10]([OH:14])[CH2:9]1)=[O:7])([CH3:4])([CH3:3])[CH3:2].[N:15]1([C:20]2[CH:25]=[CH:24][C:23](O)=[CH:22][CH:21]=2)[CH:19]=[CH:18][N:17]=[CH:16]1.C1(P(C2C=CC=CC=2)C2C=CC=CC=2)C=CC=CC=1.CCOC(/N=N/C(OCC)=O)=O>CN(C=O)C>[C:1]([O:5][C:6]([N:8]1[CH2:13][CH2:12][CH2:11][C@@H:10]([O:14][C:23]2[CH:24]=[CH:25][C:20]([N:15]3[CH:19]=[CH:18][N:17]=[CH:16]3)=[CH:21][CH:22]=2)[CH2:9]1)=[O:7])([CH3:4])([CH3:2])[CH3:3]. Reported procedure: To a mixture of (3R)-1-t-butoxycarbonyl-3-hydroxypiperidine (4.10 g, 17.8 mmol), 4-(imidazol-1-yl)phenol (4.4 g, 1.5 eq.), triphenylphosphine (1.5 eq., 7.10 g), DMF (80 mL) was added DEAD (1.5 eq., 4.33 mL). The resulting reaction mixture were stirred at room temperature for two days. The solvent was evaporated, the residue was diluted with ethyl acetate, washed with 1N NaOH (45 mL×3), water and brine, and evaporated in vacuo. Purification by flash column chromatography on silical gel with gradi...